Dataset: the Open Reaction Database (ORD), a public repository of structured organic reaction records. Task: describe an organic reaction: reactants, conditions, products, and yield Starting materials: C(C)(C)(C)OC(=O)N1C(CN(C(C1)(C)C)CC1=C2C(=NC(=C1)C1=CC=C(C=C1)O)N(N=C2C)C2OCCCC2)(C)CC (2-ethyl-4-[6-(4-hydroxy-phenyl)-3-methyl-1-(tetrahydro-pyran-2-yl)-1H-pyrazolo[3,4-b]pyridin-4-ylmethyl]-2,5,5-trimethyl-piperazine-1-carboxylic acid tert-butyl ester), Cl (hydrochloric acid). Run in C1CCOC1 (THF). Conditions: temperature 40 celsius, time 2 hour. Yields the product C(C)C1(NCC(N(C1)CC1=C2C(=NC(=C1)C1=CC=C(C=C1)O)NN=C2C)(C)C)C (4-[4-(5-Ethyl-2,2,5-trimethyl-piperazin-1-ylmethyl)-3-methyl-1H-pyrazolo[3,4-b]pyridin-6-yl]-phenol). Yield: 61.8%. Reaction SMILES: C(OC([N:8]1[CH2:13][C:12]([CH3:15])([CH3:14])[N:11]([CH2:16][C:17]2[CH:22]=[C:21]([C:23]3[CH:28]=[CH:27][C:26]([OH:29])=[CH:25][CH:24]=3)[N:20]=[C:19]3[N:30](C4CCCCO4)[N:31]=[C:32]([CH3:33])[C:18]=23)[CH2:10][C:9]1([CH2:41][CH3:42])[CH3:40])=O)(C)(C)C.Cl>C1COCC1>[CH2:41]([C:9]1([CH3:40])[CH2:10][N:11]([CH2:16][C:17]2[CH:22]=[C:21]([C:23]3[CH:24]=[CH:25][C:26]([OH:29])=[CH:27][CH:28]=3)[N:20]=[C:19]3[NH:30][N:31]=[C:32]([CH3:33])[C:18]=23)[C:12]([CH3:15])([CH3:14])[CH2:13][NH:8]1)[CH3:42]. Procedure details: 19 mg of 2-ethyl-4-[6-(4-hydroxy-phenyl)-3-methyl-1-(tetrahydro-pyran-2-yl)-1H-pyrazolo[3,4-b]pyridin-4-ylmethyl]-2,5,5-trimethyl-piperazine-1-carboxylic acid tert-butyl ester were dissolved in 0.4 ml of THF and treated with 1.5 ml of hydrochloric acid (4M in dry dioxane). After stirring at rt overnight and at 40° C. for 2 h the volatiles were removed in vacuo. The residue was triturated with dioxane and the resulting solid was isolated by suction. 8 mg (57%) of the title compound were obtained.